Dataset: the Open Reaction Database (ORD), a public repository of structured organic reaction records. Task: describe an organic reaction: reactants, conditions, products, and yield The reactants are C(C)(=O)OCC (ethyl acetate), CC(C)(C)C=1C=C(C=C(C1O)C(C)(C)C)C=C1C(NC(S1)=S)=O (5-[[3,5-bis(1,1-dimethylethyl)-4-hydroxyphenyl]methylene]-2-thioxo-4-thiazolidinone), CC=1NC(=C(CC1C(=O)OCC)C(=O)OCC)C (diethyl 2,6-dimethyl-1,4-dihydro-3,5-pyridinedicarboxylate). Run in C1(=CC=CC=C1)C (toluene), C1(=CC=CC=C1)C (toluene). The product is CC(C)(C)C=1C=C(C=C(C1O)C(C)(C)C)CC1C(NC(S1)=S)=O (5-[[3,5-bis(1,1-dimethylethyl)-4-hydroxyphenyl]methyl]-2-thioxo-4-thiazolidinone). Isolated yield 56.9%. RXN SMILES: [CH3:1][C:2]([C:5]1[CH:6]=[C:7]([CH:16]=[C:17]2[S:21][C:20](=[S:22])[NH:19][C:18]2=[O:23])[CH:8]=[C:9]([C:12]([CH3:15])([CH3:14])[CH3:13])[C:10]=1[OH:11])([CH3:4])[CH3:3].CC1NC(C)=C(C(OCC)=O)CC=1C(OCC)=O.C(OCC)(=O)C>C1(C)C=CC=CC=1>[CH3:15][C:12]([C:9]1[CH:8]=[C:7]([CH2:16][CH:17]2[S:21][C:20](=[S:22])[NH:19][C:18]2=[O:23])[CH:6]=[C:5]([C:2]([CH3:1])([CH3:3])[CH3:4])[C:10]=1[OH:11])([CH3:13])[CH3:14]. Reported procedure: Under a nitrogen atmosphere, 13.98 g of 5-[[3,5-bis(1,1-dimethylethyl)-4-hydroxyphenyl]methylene]-2-thioxo-4-thiazolidinone, 13.17 g of diethyl 2,6-dimethyl-1,4-dihydro-3,5-pyridinedicarboxylate and 600 ml of toluene were stirred to effect solution. Forty grams of silica gel 60 (finer than 230 mesh) previously dried in vacuo at 50° C. for 7 hours were added to the reaction. The reaction was heated at reflux for 18 hours and filtered hot. The filtrate was evaporated to dryness. The residue was di... The reactants are N1C=NC=C1 (1H-imidazole), Cl.ClCC1=CC2=C(N(C(=N2)CC)C)C=C1 (5-(chloromethyl)-2-ethyl-1-methyl-1H-benzimidazole monohydrochloride). The solvent is C(C)#N (acetonitrile). Product: C(C)C1=NC2=C(N1C)C=CC(=C2)CN2C=NC=C2 (2-ethyl-5-(1H-imidazol-1-yl-methyl)-1-methyl-1H-benzimidazole). Yield: 54.0%. RXN SMILES: [NH:1]1[CH:5]=[CH:4][N:3]=[CH:2]1.Cl.Cl[CH2:8][C:9]1[CH:20]=[CH:19][C:12]2[N:13]([CH3:18])[C:14]([CH2:16][CH3:17])=[N:15][C:11]=2[CH:10]=1>C(#N)C>[CH2:16]([C:14]1[N:13]([CH3:18])[C:12]2[CH:19]=[CH:20][C:9]([CH2:8][N:1]3[CH:5]=[CH:4][N:3]=[CH:2]3)=[CH:10][C:11]=2[N:15]=1)[CH3:17] |f:1.2|. Procedure details: A mixture of 6.8 parts of 1H-imidazole, 4.9 parts of 5-(chloromethyl)-2-ethyl-1-methyl-1H-benzimidazole monohydrochloride and 80 parts of acetonitrile was stirred and refluxed for 3 hours. The reaction mixture was evaporated. The residue was purified by column chromatography over silica gel using a mixture of trichloromethane and methanol (95:5 by volume) as eluent. The pure fractions were collected and the eluent was evaporated. The residue was crystallized from ethyl acetate. The product was f...